From a dataset of the Open Reaction Database (ORD), a public repository of structured organic reaction records. describe an organic reaction: reactants, conditions, products, and yield Starting materials: IC1=CC=C(C=C1)C(=O)N1CCN(CC1)C1=NC(=C(C=C1C)C)C ((4-iodophenyl)[4-(3,5,6-trimethylpyridin-2-yl)piperazin-1-yl]methanone), CN1C(NCC1)=O (1-methylimidazolidin-2-one). Product: CN1C(N(CC1)C1=CC=C(C=C1)C(=O)N1CCN(CC1)C1=NC(=C(C=C1C)C)C)=O (1-methyl-3-{4-[4-(3,5,6-trimethylpyridin-2-yl)piperazine-1-carbonyl]phenyl}imidazolidin-2-one). Yield: 90.6%. RXN SMILES: I[C:2]1[CH:7]=[CH:6][C:5]([C:8]([N:10]2[CH2:15][CH2:14][N:13]([C:16]3[C:21]([CH3:22])=[CH:20][C:19]([CH3:23])=[C:18]([CH3:24])[N:17]=3)[CH2:12][CH2:11]2)=[O:9])=[CH:4][CH:3]=1.[CH3:25][N:26]1[CH2:30][CH2:29][NH:28][C:27]1=[O:31]>>[CH3:25][N:26]1[CH2:30][CH2:29][N:28]([C:2]2[CH:7]=[CH:6][C:5]([C:8]([N:10]3[CH2:15][CH2:14][N:13]([C:16]4[C:21]([CH3:22])=[CH:20][C:19]([CH3:23])=[C:18]([CH3:24])[N:17]=4)[CH2:12][CH2:11]3)=[O:9])=[CH:4][CH:3]=2)[C:27]1=[O:31]. Reported procedure: Using (4-iodophenyl)[4-(3,5,6-trimethylpyridin-2-yl)piperazin-1-yl]methanone (435 mg) described in Preparation Example 120 and 1-methylimidazolidin-2-one (120 mg) and by the reaction and treatment in the same manner as in Example 1, the title compound (369 mg) was obtained. The reactants are C12=CC=CC3=CC4=CC=CC=C4C(=C13)C(=O)OC2=O (anthracene-1,9-dicarboxylic acid anhydride), C(O)CN (ethanolamine). Run in C1(=CC=CC=C1)C (toluene). The product is OCCN1C(C2=C3C(=CC=4C2=C(C1=O)C=CC4)C=CC=C3)=O (2-(2-hydroxyethyl)-1,2-dihydro-3H-dibenz[de,h]isoquinoline-1,3-dione). Yield: 85.8%. Reaction SMILES: [C:1]12[C:18](=[O:19])[O:17][C:15](=O)[C:13]3=[C:14]1[C:5](=[CH:6][C:7]1[C:12]3=[CH:11][CH:10]=[CH:9][CH:8]=1)[CH:4]=[CH:3][CH:2]=2.[CH2:20]([CH2:22][NH2:23])[OH:21]>C1(C)C=CC=CC=1>[OH:21][CH2:20][CH2:22][N:23]1[C:18](=[O:19])[C:1]2[CH:2]=[CH:3][CH:4]=[C:5]3[C:14]=2[C:13](=[C:12]2[CH:11]=[CH:10][CH:9]=[CH:8][C:7]2=[CH:6]3)[C:15]1=[O:17]. Reported procedure: A mixture of 1.51 g (6 mmol) of anthracene-1,9-dicarboxylic acid anhydride and 0.4 g (6.5 mmol) of ethanolamine in 50 ml of toluene is refluxed for 5 hours and then cooled to room temperature. The solid is filtered, dried and crystallized from toluene to give 1.5 g (85%) of 2-(2-hydroxyethyl)-1,2-dihydro-3H-dibenz[de,h]isoquinoline-1,3-dione. M.p. 211° C. The reactants are NC=1SC(=CC1C(C1=C(C=CC=C1)Cl)=O)CC (2-amino-3-(o-chlorobenzoyl)-5-ethylthiophene), N1=CC=CC=C1 (pyridine), CCOCC (ether), C(C)(=O)Cl (acetyl chloride). Solvent: O (water). The product is C(C)(=O)NC=1SC(=CC1C(C1=C(C=CC=C1)Cl)=O)CC (2-acetylamino-3-(o-chlorobenzoyl)-5-ethylthiophene). RXN SMILES: [NH2:1][C:2]1[S:3][C:4]([CH2:16][CH3:17])=[CH:5][C:6]=1[C:7](=[O:15])[C:8]1[CH:13]=[CH:12][CH:11]=[CH:10][C:9]=1[Cl:14].N1C=CC=CC=1.[CH3:24][CH2:25][O:26]CC.C(Cl)(=O)C>O>[C:25]([NH:1][C:2]1[S:3][C:4]([CH2:16][CH3:17])=[CH:5][C:6]=1[C:7](=[O:15])[C:8]1[CH:13]=[CH:12][CH:11]=[CH:10][C:9]=1[Cl:14])(=[O:26])[CH3:24]. Reported procedure: To a mixture of 46.4 g of 2-amino-3-(o-chlorobenzoyl)-5-ethylthiophene, 46.4 g of pyridine and 1160 ml of anhydrous ether is added dropwise 46.4 g of acetyl chloride. Then the reaction mixture is stirred under reflux for 2 hours. After cooling, the reaction mixture is poured into water. The ether layer is separated and washed with water, and dried over sodium sulfate. The solvent is removed under reduced pressure to give crystals of 2-acetylamino-3-(o-chlorobenzoyl)-5-ethylthiophene, which are r... Starting materials: CCO, O=C(Nc1ncc([N+](=O)[O-])cn1)C1CCCCC1, [H][H], O=[Pt]. Product: Nc1cnc(NC(=O)C2CCCCC2)nc1. RXN SMILES: [CH3:21][CH2:22][OH:23].[CH:1]1([C:7](=[O:8])[NH:9][c:10]2[n:11][cH:12][c:13]([N+:16]([O-:17])=[O:18])[cH:14][n:15]2)[CH2:2][CH2:3][CH2:4][CH2:5][CH2:6]1.[H:19][H:20].[Pt:24]=[O:25]>>[CH:1]1([C:7](=[O:8])[NH:9][c:10]2[n:11][cH:12][c:13]([NH2:16])[cH:14][n:15]2)[CH2:2][CH2:3][CH2:4][CH2:5][CH2:6]1. RXN SMILES: [B:17]([Cl:18])([Cl:19])[Cl:20].[CH3:1][C:2]1([CH3:12])[CH:3]([C:9](=[O:10])[OH:11])[CH:4]1[CH:5]=[C:6]([CH3:7])[CH3:8].[CH3:21][c:22]1[cH:23][cH:24][cH:25][cH:26][cH:27]1.[S:13]([Cl:14])([Cl:15])=[O:16]>>[CH3:1][C:2]1([CH3:12])[CH:3]([C:9](=[O:10])[OH:11])[CH:4]1[CH:5]=[C:6]([CH3:7])[CH3:8].[Cl-:15]. The reactants are ClB(Cl)Cl, CC(C)=CC1C(C(=O)O)C1(C)C, Cc1ccccc1, O=S(Cl)Cl. The product is CC(C)=CC1C(C(=O)O)C1(C)C, [Cl-]. The reactants are C(C)(C)(C)OC(COCCCCSC1=NC(=C(N=C1)C1=CC=CC=C1)C1=CC=CC=C1)=O (2-{4-[(5,6-diphenylpyrazin-2-yl)thio]butyloxy}acetic acid tert-butyl ester), ClC=1C=C(C(=O)OO)C=CC1 (m-chloroperoxybenzoic acid), [OH-].[Na+] (sodium hydroxide). Solvent: C(Cl)(Cl)Cl (chloroform). Conditions: time 2 hour. The product is C(C)(C)(C)OC(COCCCCS(=O)C1=NC(=C(N=C1)C1=CC=CC=C1)C1=CC=CC=C1)=O (2-[4-(5,6-diphenylpyrazin-2-sulfinyl)butyloxy]acetic acid tert-butyl ester). Yield: 40.0%. Reaction SMILES: [C:1]([O:5][C:6](=[O:32])[CH2:7][O:8][CH2:9][CH2:10][CH2:11][CH2:12][S:13][C:14]1[CH:19]=[N:18][C:17]([C:20]2[CH:25]=[CH:24][CH:23]=[CH:22][CH:21]=2)=[C:16]([C:26]2[CH:31]=[CH:30][CH:29]=[CH:28][CH:27]=2)[N:15]=1)([CH3:4])([CH3:3])[CH3:2].ClC1C=C(C=CC=1)C(OO)=[O:38].[OH-].[Na+]>C(Cl)(Cl)Cl>[C:1]([O:5][C:6](=[O:32])[CH2:7][O:8][CH2:9][CH2:10][CH2:11][CH2:12][S:13]([C:14]1[CH:19]=[N:18][C:17]([C:20]2[CH:21]=[CH:22][CH:23]=[CH:24][CH:25]=2)=[C:16]([C:26]2[CH:31]=[CH:30][CH:29]=[CH:28][CH:27]=2)[N:15]=1)=[O:38])([CH3:4])([CH3:2])[CH3:3] |f:2.3|. Procedure: While stirring under ice cooling, to a solution of 350 mg of 2-{4-[(5,6-diphenylpyrazin-2-yl)thio]butyloxy}acetic acid tert-butyl ester obtained in Example 34 in 5 ml of chloroform, 191 mg of 70% m-chloroperoxybenzoic acid was added, followed by stirring for 2 hours. The reaction solution was combined with 20 ml of a 0.2N sodium hydroxide solution, extracted with chloroform and dried over anhydrous magnesium sulfate, and then the solvent was evaporated under reduced pressure. The residue was pur... Starting materials: C(C1=CC=CC=C1)N1C(C=C(C=C1C)O)=O (1-benzyl-4-hydroxy-6-methylpyridin-2(1H)-one), C([O-])([O-])=O.[K+].[K+] (potassium carbonate), BrC1=CC=C(C=C1)S(=O)(=O)Cl (4-bromobenzenesulfonyl chloride), Cl (Hydrochloric acid). Run in CN(C)C=O (N,N′-dimethylformamide), [Cl-].[Na+].O (Brine). Yields the product BrC1=CC=C(C=C1)S(=O)(=O)OC1=CC(N(C(=C1)C)CC1=CC=CC=C1)=O (1-benzyl-6-methyl-2-oxo-1,2-dihydropyridin-4-yl 4-bromobenzenesulfonate). RXN SMILES: [CH2:1]([N:8]1[C:13]([CH3:14])=[CH:12][C:11]([OH:15])=[CH:10][C:9]1=[O:16])[C:2]1[CH:7]=[CH:6][CH:5]=[CH:4][CH:3]=1.C(=O)([O-])[O-].[K+].[K+].[Br:23][C:24]1[CH:29]=[CH:28][C:27]([S:30](Cl)(=[O:32])=[O:31])=[CH:26][CH:25]=1.Cl>[Cl-].[Na+].O.CN(C=O)C>[Br:23][C:24]1[CH:29]=[CH:28][C:27]([S:30]([O:15][C:11]2[CH:12]=[C:13]([CH3:14])[N:8]([CH2:1][C:2]3[CH:3]=[CH:4][CH:5]=[CH:6][CH:7]=3)[C:9](=[O:16])[CH:10]=2)(=[O:32])=[O:31])=[CH:26][CH:25]=1 |f:1.2.3,6.7.8|. Reported procedure: 1-benzyl-4-hydroxy-6-methylpyridin-2(1H)-one (from example 35) (10 mmol, 2.15 g), N,N′-dimethylformamide (30 mL), potassium carbonate (20 mmol, 2.76 g), and 4-bromobenzenesulfonyl chloride (10 mmol, 2.55 g) were stirred at room temperature for 16 hours. Hydrochloric acid (1N) was added until the mixture was acidic to pH paper. Brine (50 mL) was added and the mixture extracted with ethyl acetate (3×50 mL). The combined organic extracts were washed with brine and dried over magnesium sulfate, and ... The reactants are CCOC(=O)C=Cc1ccc(N)c(O)c1, Cl[Cu], Cl, O=N[O-], [Na+], O. Yields the product CCOC(=O)C=Cc1ccc(Cl)c(O)c1. As a reaction SMILES: [CH2:1]([CH3:2])[O:3][C:4]([CH:5]=[CH:6][c:7]1[cH:8][c:9]([OH:14])[c:10]([NH2:13])[cH:11][cH:12]1)=[O:15].[Cl:22][Cu:23].[ClH:20].[N:16]([O-:17])=[O:18].[Na+:19].[OH2:21]>>[CH2:1]([CH3:2])[O:3][C:4]([CH:5]=[CH:6][c:7]1[cH:8][c:9]([OH:14])[c:10]([Cl:20])[cH:11][cH:12]1)=[O:15]. Yields the product CCOC(=O)C(CN)c1ccc(CO[Si](C(C)C)(C(C)C)C(C)C)cc1. Starting materials: [BH4-], CCOC(=O)C(C#N)c1ccc(CO[Si](C(C)C)(C(C)C)C(C)C)cc1, C1CCOC1, [Na+]. Reaction SMILES: [BH4-:27].[C:1](#[N:2])[CH:3]([C:4](=[O:5])[O:6][CH2:7][CH3:8])[c:9]1[cH:10][cH:11][c:12]([CH2:15][O:16][Si:17]([CH:18]([CH3:19])[CH3:20])([CH:21]([CH3:22])[CH3:23])[CH:24]([CH3:25])[CH3:26])[cH:13][cH:14]1.[CH2:29]1[O:30][CH2:31][CH2:32][CH2:33]1.[Na+:28]>>[CH2:1]([NH2:2])[CH:3]([C:4](=[O:5])[O:6][CH2:7][CH3:8])[c:9]1[cH:10][cH:11][c:12]([CH2:15][O:16][Si:17]([CH:18]([CH3:19])[CH3:20])([CH:21]([CH3:22])[CH3:23])[CH:24]([CH3:25])[CH3:26])[cH:13][cH:14]1.